From a dataset of the Open Reaction Database (ORD), a public repository of structured organic reaction records. describe an organic reaction: reactants, conditions, products, and yield The reactants are C(C)C1=CC=C(C=C1)N1C(C2(CC1)CCNCC2)=O (2-(4-Ethyl-phenyl)-2,8-diaza-spiro[4.5]decan-1-one), O=C(OC(Cl)(Cl)Cl)Cl (diphosgene), CNCCC (methyl-propyl-amine). Yields the product CN(C(=O)N1CCC2(CCN(C2=O)C2=CC=C(C=C2)CC)CC1)CCC (2-(4-Ethyl-phenyl)-1-oxo-2,8-diaza-spiro[4.5]decane-8-carboxylic acid methyl-propyl-amide). RXN SMILES: [CH2:1]([C:3]1[CH:8]=[CH:7][C:6]([N:9]2[CH2:13][CH2:12][C:11]3([CH2:18][CH2:17][NH:16][CH2:15][CH2:14]3)[C:10]2=[O:19])=[CH:5][CH:4]=1)[CH3:2].O=C(Cl)[O:22][C:23](Cl)(Cl)Cl.[CH3:28][NH:29][CH2:30][CH2:31][CH3:32]>>[CH3:28][N:29]([CH2:30][CH2:31][CH3:32])[C:23]([N:16]1[CH2:17][CH2:18][C:11]2([C:10](=[O:19])[N:9]([C:6]3[CH:5]=[CH:4][C:3]([CH2:1][CH3:2])=[CH:8][CH:7]=3)[CH2:13][CH2:12]2)[CH2:14][CH2:15]1)=[O:22]. Procedure: This material was prepared in analogy to example 251 step B) from 2-(4-Ethyl-phenyl)-2,8-diaza-spiro[4.5]decan-1-one, diphosgene and methyl-propyl-amine. MS (ESI): 358.4 (MH+). The reactants are C(C)(=O)Cl (acetyl chloride), [Cl-].[Cl-].[Cl-].[Al+3] (aluminum trichloride), O1CCCC2=CC=CC=C12 (chromane), Cl (HCl). Solvent: C(Cl)Cl (CH2Cl2), C(Cl)Cl (CH2Cl2). Reaction conditions: time 15 minute. Product: O1CCCC2=CC(=CC=C12)C(C)=O (1-(3,4-dihydro-2H-chromen-6-yl)ethanone). Yield: 63.6%. RXN SMILES: [C:1](Cl)(=[O:3])[CH3:2].[Cl-].[Cl-].[Cl-].[Al+3].[O:9]1[C:18]2[C:13](=[CH:14][CH:15]=[CH:16][CH:17]=2)[CH2:12][CH2:11][CH2:10]1.Cl>C(Cl)Cl>[O:9]1[C:18]2[C:13](=[CH:14][C:15]([C:1](=[O:3])[CH3:2])=[CH:16][CH:17]=2)[CH2:12][CH2:11][CH2:10]1 |f:1.2.3.4|. Procedure: To a stirred solution of acetyl chloride (4.78 mL, 67.1 mmol) in dry CH2Cl2 (20 mL) in a −10° C. bath is added aluminum trichloride (4.76 g, 35.7 mmol) in small portions. The mixture is stirred for 15 min until the solution became homogeneous. The solution is added via canula to a separate solution of chromane (4,79 g, 35.7 mmol) in CH2Cl2 (30 mL) all at −10° C. After complete addition, the solution is stirred at −10° C. for 30 min. The solution is poured over a mixture of crushed ice and concen... Reactants: C[O-].[Na+] (sodium methoxide), ClC1=NC=C(C=C1[N+](=O)[O-])[N+](=O)[O-] (2-chloro-3,5-dinitropyridine), [Cl-].[NH4+] (ammonium chloride). Run in CO (methanol). Conditions: time 15 minute. The product is COC1=NC=C(C=C1[N+](=O)[O-])[N+](=O)[O-] (2-methoxy-3,5-dinitropyridine). The yield is 80.0%. RXN SMILES: [CH3:1][O-:2].[Na+].Cl[C:5]1[C:10]([N+:11]([O-:13])=[O:12])=[CH:9][C:8]([N+:14]([O-:16])=[O:15])=[CH:7][N:6]=1.[Cl-].[NH4+]>CO>[CH3:1][O:2][C:5]1[C:10]([N+:11]([O-:13])=[O:12])=[CH:9][C:8]([N+:14]([O-:16])=[O:15])=[CH:7][N:6]=1 |f:0.1,3.4|. Procedure details: A 14% methanol solution of sodium methoxide was added to 25.0 g (120 mmol) of 2-chloro-3,5-dinitropyridine, and the mixture was stirred for 15 minutes at room temperature. The mixture was added to 200 ml of a saturated aqueous ammonium chloride solution, and extracted with 200 ml of ethyl acetate. Washing with saturated saline, drying over anhydrous sodium sulfate, filtering and distilling under reduced pressure (bath temp. 40°-60° C., 40-20 mmHg) yielded yellow crystals, which were recrystalliz... Reactants: C1CCOC1, COC(=O)C1CC2(CN1C(=O)C(NC(=O)C(NC(=O)C1CCCCN1C(C)C)C1CCCCC1)C(C)(C)C)C(C)(C)C21CCC1, CO, O. Product: CC(C)N1CCCCC1C(=O)NC(C(=O)NC(C(=O)N1CC2(CC1C(=O)O)C(C)(C)C21CCC1)C(C)(C)C)C1CCCCC1. Reaction SMILES: [CH2:46]1[O:47][CH2:48][CH2:49][CH2:50]1.[CH3:1][O:2][C:3](=[O:4])[CH:5]1[N:6]([C:17]([CH:18]([C:19]([CH3:20])([CH3:21])[CH3:22])[NH:23][C:24]([CH:25]([NH:26][C:27](=[O:28])[CH:29]2[N:30]([CH:35]([CH3:36])[CH3:37])[CH2:31][CH2:32][CH2:33][CH2:34]2)[CH:38]2[CH2:39][CH2:40][CH2:41][CH2:42][CH2:43]2)=[O:44])=[O:45])[CH2:7][C:8]2([C:9]3([CH2:10][CH2:11][CH2:12]3)[C:13]2([CH3:14])[CH3:15])[CH2:16]1.[CH3:51][OH:52].[OH2:53]>>[O:2]=[C:3]([OH:4])[CH:5]1[N:6]([C:17]([CH:18]([C:19]([CH3:20])([CH3:21])[CH3:22])[NH:23][C:24]([CH:25]([NH:26][C:27](=[O:28])[CH:29]2[N:30]([CH:35]([CH3:36])[CH3:37])[CH2:31][CH2:32][CH2:33][CH2:34]2)[CH:38]2[CH2:39][CH2:40][CH2:41][CH2:42][CH2:43]2)=[O:44])=[O:45])[CH2:7][C:8]2([C:9]3([CH2:10][CH2:11][CH2:12]3)[C:13]2([CH3:14])[CH3:15])[CH2:16]1. Reactants: C1(CC1)C=1N(C=C(N1)C=O)C (2-cyclopropyl-1-methyl-1H-imidazole-4-carbaldehyde), C1(CC1)C1=NC=C(N1C)C=O (2-cyclopropyl-3-methyl-3H-imidazole-4-carbaldehyde), N(=[N+]=[N-])C=1C=C(C(=O)NC2=C(C(=CC(=C2)C(C)(C)C)NS(=O)(=O)C)OC)C=CC1C (3-azido-N-(5-tert-butyl-3-methanesulfonylamino-2-methoxy-phenyl)-4-methyl-benzamide), C(C)(C)(C)C=1C=C(C(=C(C1)NC(C1=CC(=C(C=C1)C)N1N=NC(=C1)C=1N(C(=NC1)C1CC1)C)=O)OC)NS(=O)(=O)C (N-(5-tert-Butyl-3-methanesulfonylamino-2-methoxy-phenyl)-3-[4-(2-cyclopropyl-3-methyl-3H-imidazol-4-yl)-[1,2,3]triazol-1-yl]-4-methyl-benzamide). Yields the product C(C)(C)(C)C=1C=C(C(=C(C1)NC(C1=CC(=C(C=C1)C)N1N=NC(=C1)C=1N=C(N(C1)C)C1CC1)=O)OC)NS(=O)(=O)C (N-(5-tert-Butyl-3-methanesulfonylamino-2-methoxy-phenyl)-3-[4-(2-cyclopropyl-1-methyl-1H-imidazol-4-yl)-[1,2,3]triazol-1-yl]-4-methyl-benzamide). Reaction SMILES: [CH:1]1([C:4]2[N:5]([CH3:11])[CH:6]=[C:7]([CH:9]=O)[N:8]=2)[CH2:3][CH2:2]1.C1(C2N(C)C(C=O)=CN=2)CC1.N(C1C=C(C=CC=1C)C(NC1C=C(C(C)(C)C)C=C(NS(C)(=O)=O)C=1OC)=O)=[N+]=[N-].[C:53]([C:57]1[CH:58]=[C:59]([NH:89][S:90]([CH3:93])(=[O:92])=[O:91])[C:60]([O:87][CH3:88])=[C:61]([NH:63][C:64](=[O:86])[C:65]2[CH:70]=[CH:69][C:68]([CH3:71])=[C:67]([N:72]3[CH:76]=C(C4N(C)C(C5CC5)=NC=4)[N:74]=[N:73]3)[CH:66]=2)[CH:62]=1)([CH3:56])([CH3:55])[CH3:54]>>[C:53]([C:57]1[CH:58]=[C:59]([NH:89][S:90]([CH3:93])(=[O:91])=[O:92])[C:60]([O:87][CH3:88])=[C:61]([NH:63][C:64](=[O:86])[C:65]2[CH:70]=[CH:69][C:68]([CH3:71])=[C:67]([N:72]3[CH:76]=[C:9]([C:7]4[N:8]=[C:4]([CH:1]5[CH2:3][CH2:2]5)[N:5]([CH3:11])[CH:6]=4)[N:74]=[N:73]3)[CH:66]=2)[CH:62]=1)([CH3:56])([CH3:54])[CH3:55]. Procedure details: Example 47 was prepared from 2-cyclopropyl-1-methyl-1H-imidazole-4-carbaldehyde (as a 1:1 mixture with 2-cyclopropyl-3-methyl-3H-imidazole-4-carbaldehyde) and 3-azido-N-(5-tert-butyl-3-methanesulfonylamino-2-methoxy-phenyl)-4-methyl-benzamide in the same manner as Example 39. Chromatography allowed separation of Example 47 from Example 46. ESI MS m/z 578 [C29H35N7O4S+H]+. The reactants are CC(C(=O)[O-])C1CCN2C1=CC=1C(=CC(=CC21)F)Br ((+/−)-methyl(8-bromo-6-fluoro-2,3-dihydro-1H-pyrrolo[1,2-a]indol-1-yl)acetate), N1=C(C=CC2=CC=CC=C12)C(=O)Cl (quinoline-2-carbonyl chloride). Yields the product BrC=1C=2C(=C3N(C2C=C(C1)F)CCC3CC(=O)O)C(=O)C3=NC1=CC=CC=C1C=C3 ((+/−)-[8-BROMO-6-FLUORO-9-(QUINOLIN-2-YLCARBONYL)-2,3-DIHYDRO-1H-PYRROLO[1,2-a]INDOL-1-YL]ACETIC ACID). As a reaction SMILES: C[CH:2]([CH:6]1[C:10]2=[CH:11][C:12]3[C:13]([Br:19])=[CH:14][C:15]([F:18])=[CH:16][C:17]=3[N:9]2[CH2:8][CH2:7]1)[C:3]([O-:5])=[O:4].[N:20]1[C:29]2[C:24](=[CH:25][CH:26]=[CH:27][CH:28]=2)[CH:23]=[CH:22][C:21]=1[C:30](Cl)=[O:31]>>[Br:19][C:13]1[C:12]2[C:11]([C:30]([C:21]3[CH:22]=[CH:23][C:24]4[C:29](=[CH:28][CH:27]=[CH:26][CH:25]=4)[N:20]=3)=[O:31])=[C:10]3[CH:6]([CH2:2][C:3]([OH:5])=[O:4])[CH2:7][CH2:8][N:9]3[C:17]=2[CH:16]=[C:15]([F:18])[CH:14]=1. Reported procedure: Starting from (+/−)-methyl(8-bromo-6-fluoro-2,3-dihydro-1H-pyrrolo[1,2-a]indol-1-yl)acetate (Example 7, Step 8) and quinoline-2-carbonyl chloride, the title compound was synthesized following the procedures described in Step 1 of Example 61 and Step 10 of Example 7. The reactants are FC=1C=C2CCC(CC2=C(C1)F)NC(C(=O)O)CCC (2-(6,8-Difluoro-1,2,3,4-tetrahydro-naphthalen-2-ylamino)-pentanoic acid), CC(CN1CCCCC1)(C)N1C=NC(=C1)N (1-(1,1-Dimethyl-2-piperidin-1-yl-ethyl)-1H-imidazol-4-ylamine). Product: CC(CN1CCCCC1)(C)N1C=NC(=C1)NC(C(CCC)NC1CC2=C(C=C(C=C2CC1)F)F)=O (2-(6,8-Difluoro-1,2,3,4-tetrahydro-naphthalen-2-ylamino)-pentanoic acid [1-(1,1-dimethyl-2-piperidin-1-yl-ethyl)-1H-imidazol-4-yl]-amide). RXN SMILES: [F:1][C:2]1[CH:3]=[C:4]2[C:9](=[C:10]([F:12])[CH:11]=1)[CH2:8][CH:7]([NH:13][CH:14]([CH2:18][CH2:19][CH3:20])[C:15]([OH:17])=O)[CH2:6][CH2:5]2.[CH3:21][C:22]([N:31]1[CH:35]=[C:34]([NH2:36])[N:33]=[CH:32]1)([CH3:30])[CH2:23][N:24]1[CH2:29][CH2:28][CH2:27][CH2:26][CH2:25]1>>[CH3:30][C:22]([N:31]1[CH:35]=[C:34]([NH:36][C:15](=[O:17])[CH:14]([NH:13][CH:7]2[CH2:6][CH2:5][C:4]3[C:9](=[C:10]([F:12])[CH:11]=[C:2]([F:1])[CH:3]=3)[CH2:8]2)[CH2:18][CH2:19][CH3:20])[N:33]=[CH:32]1)([CH3:21])[CH2:23][N:24]1[CH2:29][CH2:28][CH2:27][CH2:26][CH2:25]1. Reported procedure: Following the procedure for Example 86, 2-(6,8-Difluoro-1,2,3,4-tetrahydro-naphthalen-2-ylamino)-pentanoic acid (diastereomer 2) was reacted with 1-(1,1-Dimethyl-2-piperidin-1-yl-ethyl)-1H-imidazol-4-ylamine to afford the title compound: C13 NMR (100 MHz, CDCl3) 14.1, 19.5, 24.1, 25.8, 25.9, 26.7, 28.2, 28.9, 29.8, 36.6, 38.8, 52.8, 56.8, 59.1, 60.9, 69.1, 100.8, 101.0, 101.3, 104.6, 110.7, 110.8, 118.2, 131.3, 137.2, 139.9, 172.3; MS m/z 488.3 (M+1).